Dataset: the Open Reaction Database (ORD), a public repository of structured organic reaction records. Task: describe an organic reaction: reactants, conditions, products, and yield The reactants are O=C(n1ccnc1)n1ccnc1, CCNCCN(CC)CC, CO, C1CCOC1, O=C(O)CC(O)(CC(=O)O)C(=O)O, NCCS(=O)(=O)c1ccccc1. The product is CCN(CC)CCN(CC)C(=O)NCCS(=O)(=O)c1ccccc1. RXN SMILES: [C:13](=[O:14])([n:15]1[cH:16][cH:17][n:18][cH:19]1)[n:20]1[cH:21][cH:22][n:23][cH:24]1.[CH2:25]([CH3:26])[N:27]([CH2:28][CH2:29][NH:30][CH2:31][CH3:32])[CH2:33][CH3:34].[CH3:53][OH:54].[O:48]1[CH2:49][CH2:50][CH2:51][CH2:52]1.[OH:35][C:36]([CH2:37][C:38]([C:39](=[O:40])[OH:41])([CH2:42][C:43](=[O:44])[OH:45])[OH:46])=[O:47].[c:1]1([S:7](=[O:8])(=[O:9])[CH2:10][CH2:11][NH2:12])[cH:2][cH:3][cH:4][cH:5][cH:6]1>>[c:1]1([S:7](=[O:8])(=[O:9])[CH2:10][CH2:11][NH:12][C:13](=[O:14])[N:30]([CH2:29][CH2:28][N:27]([CH2:25][CH3:26])[CH2:33][CH3:34])[CH2:31][CH3:32])[cH:2][cH:3][cH:4][cH:5][cH:6]1. Reaction conditions: time 15 minute. Procedure: To a solution of phosphonium bromide (780 mg) (Step 4) in tetrahydrofuran (THF) (8 mL) at -78° was added dropwise 1 eq. of n-BuLi in hexane. The solution was stirred at -78° for 15 min. Then (545 mg) of the aldehyde (Step 1) in THF (4 mL) was added dropwise and the reaction mixture was stirred at -78° for 1 hour. The reaction mixture was poured into pH 7 buffer, extracted with ethyl acetate, dried and evaporated. The residue was chromatographed on a column of SiO2 using 10:1 toluene/ethyl acetat... Reactants: C(=O)C=1C=C(C=CC1)C(SCCC(=O)OC)SCCC(=O)OC (dimethyl 5-(3-formylphenyl)-4,6-dithianonanedioate), [Br-].ClC=1C=CC2=C(N=C(O2)C[P+](C2=CC=CC=C2)(C2=CC=CC=C2)C2=CC=CC=C2)C1 ((5 chlorobenzoxazol-2-yl methyl)triphenylphosphonium bromide), [Li]CCCC (n-BuLi). Run in O1CCCC1 (THF), O1CCCC1 (tetrahydrofuran), CCCCCC (hexane). As a reaction SMILES: [Br-].[Cl:2][C:3]1[CH:4]=[CH:5][C:6]2[O:10][C:9]([CH2:11][P+](C3C=CC=CC=3)(C3C=CC=CC=3)C3C=CC=CC=3)=[N:8][C:7]=2[CH:31]=1.[Li]CCCC.[CH:37]([C:39]1[CH:40]=[C:41]([CH:45]([S:53][CH2:54][CH2:55][C:56]([O:58][CH3:59])=[O:57])[S:46][CH2:47][CH2:48][C:49]([O:51][CH3:52])=[O:50])[CH:42]=[CH:43][CH:44]=1)=O>O1CCCC1.CCCCCC>[Cl:2][C:3]1[CH:4]=[CH:5][C:6]2[O:10][C:9]([CH:11]=[CH:37][C:39]3[CH:40]=[C:41]([CH:45]([S:46][CH2:47][CH2:48][C:49]([O:51][CH3:52])=[O:50])[S:53][CH2:54][CH2:55][C:56]([O:58][CH3:59])=[O:57])[CH:42]=[CH:43][CH:44]=3)=[N:8][C:7]=2[CH:31]=1 |f:0.1|. Yields the product ClC=1C=CC2=C(N=C(O2)C=CC=2C=C(C=CC2)C(SCCC(=O)OC)SCCC(=O)OC)C1 (Dimethyl 5-(3-(2-(5-chlorobenzoxazol-2-yl ) ethenyl)phenyl)-4,6-dithianonanedioate).